Dataset: the Open Reaction Database (ORD), a public repository of structured organic reaction records. Task: describe an organic reaction: reactants, conditions, products, and yield The reactants are N1C=CC2=CC=C(C=C12)C=O (indole-6-carboxaldehyde), COC(=O)C=P(C1=CC=CC=C1)(C2=CC=CC=C2)C3=CC=CC=C3 (methyl (triphenylphosphoranylidene) acetate). Run in O1CCCC1 (tetrahydrofuran). The product is N1C=CC2=CC=C(C=C12)/C=C/C(=O)OC (methyl (E)-3-(1H-indole-6-yl)acrylate). Yield: 72.4%. Reaction SMILES: [NH:1]1[C:9]2[C:4](=[CH:5][CH:6]=[C:7]([CH:10]=O)[CH:8]=2)[CH:3]=[CH:2]1.[CH3:12][O:13][C:14]([CH:16]=P(C1C=CC=CC=1)(C1C=CC=CC=1)C1C=CC=CC=1)=[O:15]>O1CCCC1>[NH:1]1[C:9]2[C:4](=[CH:5][CH:6]=[C:7](/[CH:10]=[CH:16]/[C:14]([O:13][CH3:12])=[O:15])[CH:8]=2)[CH:3]=[CH:2]1. Procedure: To a solution of indole-6-carboxaldehyde (499 mg) in tetrahydrofuran (20 mL), methyl (triphenylphosphoranylidene) acetate (2.5 g) was added at room temperature, and then the reaction mixture was subjected to microwave irradiation at 200° C. for 20 minutes. The reaction mixture was concentrated under reduced pressure, and the obtained residue was purified by silica gel column chromatography to give the titled compound (501 mg) as a yellow solid. Solvent: C(Cl)Cl.CO (methylene chloride methanol). Reported procedure: from trans-N-(4-chlorobenzoyl)-N-propargyl-4-(4-methylaminomethylphenyl)cyclohexylamine and 3-bromo-1-propanol. Oil. Rf value: 0.53 (alumina, methylene chloride/methanol=50:1, v:v). Reaction SMILES: [Cl:1][C:2]1[CH:28]=[CH:27][C:5]([C:6]([N:8]([C@H:12]2[CH2:17][CH2:16][C@H:15](C3C=CC(CNC)=CC=3)[CH2:14][CH2:13]2)[CH2:9][C:10]#[CH:11])=[O:7])=[CH:4][CH:3]=1.Br[CH2:30][CH2:31][CH2:32][OH:33]>C(Cl)Cl.CO>[Cl:1][C:2]1[CH:28]=[CH:27][C:5]([C:6]([N:8]([C@H:12]2[CH2:17][CH2:16][C@H:15]([C:4]3[CH:3]=[CH:2][C:28]([CH2:30][CH2:31][CH2:32][OH:33])=[CH:27][C:5]=3[CH2:6][NH:8][CH3:9])[CH2:14][CH2:13]2)[CH2:9][C:10]#[CH:11])=[O:7])=[CH:4][CH:3]=1 |f:2.3|. Yields the product ClC1=CC=C(C(=O)N(CC#C)[C@@H]2CC[C@H](CC2)C2=C(C=C(C=C2)CCCO)CNC)C=C1 (trans-N-(4-chlorobenzoyl)-N-propargyl-4-[4-(3-hydroxypropyl)methylaminomethylphenyl]cyclohexylamine). Starting materials: ClC1=CC=C(C(=O)N(CC#C)[C@@H]2CC[C@H](CC2)C2=CC=C(C=C2)CNC)C=C1 (trans-N-(4-chlorobenzoyl)-N-propargyl-4-(4-methylaminomethylphenyl)cyclohexylamine), BrCCCO (3-bromo-1-propanol). Procedure details: To a solution of 10.8 g of poly(p-hydroxystyrene) obtained according to (2) in 72 ml of 1,4-dioxane were added 1.2 g of 2,3-dihydropyran and 0.05 g of pyridine salt of p-toluenesulfonic acid to carry out reaction at 25-30° C. for 15 hours. The reaction solution was poured into 1,000 ml of water and crystallized. Precipitated crystals were filtered out, washed with water and dried in vacuo to give 10.0 g of poly(p-hydroxystyrene/p-tetrahydropyranyloxystyrene) as white powdery crystal. P-hydroxyst... Yields the product OC1=CC=C(C=C)C=C1.O1C(CCCC1)OC1=CC=C(C=C)C=C1 (p-hydroxystyrene p-tetrahydropyranyloxystyrene). Reactants: O1CCCC=C1 (2,3-dihydropyran), N1=CC=CC=C1 (pyridine), C1(=CC=C(C=C1)S(=O)(=O)O)C (p-toluenesulfonic acid), ( 2 ), O (water). Solvent: O1CCOCC1 (1,4-dioxane). As a reaction SMILES: [O:1]1[CH:6]=[CH:5][CH2:4][CH2:3][CH2:2]1.N1C=CC=[CH:9][CH:8]=1.[C:13]1([CH3:23])[CH:18]=[CH:17][C:16](S(O)(=O)=O)=[CH:15][CH:14]=1.[OH2:24]>O1CCOCC1>[OH:1][C:6]1[CH:5]=[CH:4][C:3]([CH:8]=[CH2:9])=[CH:2][CH:13]=1.[O:24]1[CH2:2][CH2:3][CH2:4][CH2:5][CH:6]1[O:1][C:16]1[CH:17]=[CH:18][C:13]([CH:23]=[CH2:8])=[CH:14][CH:15]=1 |f:5.6|. Product: C/C=C/C1C[C@H]([C@H](C1)O)O (TP-1). As a reaction SMILES: N[C@H:2]([C:11](NCC(NCC(N[C@H](C(N[C@H](C(N[C@H](C(O)=O)CO)=O)CO)=O)[C@H](CC)C)=O)=O)=[O:12])[CH2:3][C:4]1[CH:9]=[CH:8][C:7](O)=C[CH:5]=1.C1[C@H]2[O:47]C(C[C@H]2[C@@H](/C=C/[C@@H](O)COC2C=C(C(F)(F)F)C=CC=2)[C@@H]1O)=O.N[C@H](C(N1CCC[C@H]1C(N[C@H](C(N[C@H](C(N[C@H](C(N[C@H](C(O)=O)CCCCN)=O)CC(C)C)=O)C)=O)CC(=O)O)=O)=O)CC1C=CC=CC=1.C(C[C@H](NC([C@@H](N)CCCN=C(N)N)=O)C(N[C@H](C(O)=O)CCC(O)=O)=O)CCN.N[C@H](C(N[C@H](C(N[C@H](C(N[C@H](C(N[C@H](C(N[C@H](C(N[C@H](C(N[C@H](C(N[C@H](C(N1CCC[C@H]1C(N[C@H](C(N[C@H](C(N[C@H](C(N[C@H](C(N[C@H](C(O)=O)CCCNC(=N)N)=O)CC1C=CC=CC=1)=O)CO)=O)CC1C=CC=CC=1)=O)CO)=O)=O)CC(=O)N)=O)CC(=O)O)=O)C)=O)CC(=O)N)=O)CCCCN)=O)CC1C=CC=CC=1)=O)CC1C2C(=CC=CC=2)NC=1)=O)CC(=O)O)=O)CC1C=CC=CC=1>>[CH3:7]/[CH:8]=[CH:9]/[CH:4]1[CH2:3][C@H:2]([OH:47])[C@H:11]([OH:12])[CH2:5]1. The reactants are N[C@@H](CC1=CC=C(C=C1)O)C(=O)NCC(=O)NCC(=O)N[C@@H]([C@@H](C)CC)C(=O)N[C@@H](CO)C(=O)N[C@@H](CO)C(=O)O (Tyr-Gly-Gly-Ile-Ser-Ser), C(CCN)C[C@@H](C(=O)N[C@@H](CCC(=O)O)C(=O)O)NC(=O)[C@H](CCCN=C(N)N)N (TP-3), N[C@@H](CC1=CC=CC=C1)C(=O)N[C@@H](CC(O)=O)C(=O)N[C@@H](CC1=CNC2=CC=CC=C12)C(=O)N[C@@H](CC1=CC=CC=C1)C(=O)N[C@@H](CCCCN)C(=O)N[C@@H](CC(N)=O)C(=O)N[C@@H](C)C(=O)N[C@@H](CC(O)=O)C(=O)N[C@@H](CC(N)=O)C(=O)N1[C@H](C(=O)N[C@@H](CO)C(=O)N[C@@H](CC2=CC=CC=C2)C(=O)N[C@@H](CO)C(=O)N[C@@H](CC2=CC=CC=C2)C(=O)N[C@@H](CCCNC(N)=N)C(=O)O)CCC1 (Phe-Asp-Trp-Phe-Lys-Asn-Ala-Asp-Asn-Pro-Ser-Phe-Ser-Phe-Arg), C1[C@H]([C@@H]([C@H]2[C@@H]1OC(=O)C2)/C=C/[C@H](COC3=CC=CC(=C3)C(F)(F)F)O)O (TP-2), N[C@@H](CC1=CC=CC=C1)C(=O)N1[C@H](C(=O)N[C@@H](CC(O)=O)C(=O)N[C@@H](C)C(=O)N[C@@H](CC(C)C)C(=O)N[C@@H](CCCCN)C(=O)O)CCC1 (Phe-Pro-Asp-Ala-Leu-Lys). Procedure: Tyr-Gly-Gly-Ile-Ser-Ser SEQ ID NO. 8 (6 amino acids) TP-2: Phe-Pro-Asp-Ala-Leu-Lys SEQ ID NO. 9 (6 amino acids) TP-3: Phe-Asp-Trp-Phe-Lys-Asn-Ala-Asp-Asn-Pro-Ser-Phe-Ser-Phe-Arg SEQ ID NO. 10. The reactants are [OH-].[K+] (potassium hydroxide), CC1=C(N)C(=CC=C1)[N+](=O)[O-] (2-methyl-6-nitroaniline), C(C)OC(=S)[S-].[K+] (Potassium ethylxanthate), [H][H] (hydrogen). Reagents/catalysts: [Pd] (palladium on carbon). The solvent is C(C)O (ethanol), CO (methanol), Cl (hydrochloric acid), O (water), O1CCCC1 (tetrahydrofuran). Yields the product SC=1NC2=C(N1)C=CC=C2C (2-mercapto-4-methylbenzimidazole). The yield is 29.0%. RXN SMILES: [CH3:1][C:2]1[CH:8]=[CH:7][CH:6]=[C:5]([N+:9]([O-])=O)[C:3]=1[NH2:4].[H][H].[OH-].[K+].C(O[C:19]([S-])=[S:20])C.[K+]>Cl.O1CCCC1.[Pd].C(O)C.O.CO>[SH:20][C:19]1[NH:4][C:3]2[C:2]([CH3:1])=[CH:8][CH:7]=[CH:6][C:5]=2[N:9]=1 |f:2.3,4.5|. Reported procedure: A solution of 20 g (0.13 mole) of 2-methyl-6-nitroaniline in 22.9 ml of concentrated aqueous hydrochloric acid, 200 ml of tetrahydrofuran, and 350 ml of methanol was hydrogenated at room temperature using 25 psi. of hydrogen gas over 2.0 g of 5% palladium on carbon. The mixture was filtered and the filtrate was concentrated in vacuo. The residue was dissolved in 150 ml of ethanol and neutralized with 17.2 g (0.26 mole) of potassium hydroxide dissolved in 30 ml of water. Potassium ethylxanthate (... Procedure details: 79 mg (55%) of target compound was obtained by using a method same as in Example 1 by using 3-(1-tert-butyl-5-phenyl-1H-pyrazol-3-yl)propanal (80 mg, 0.312 mmol), 1-(2-fluorophenyl)piperazine (56 mg, 0.312 mmol), DIPEA (82 mL, 0.468 mmol) and NaBH(OAc)3 (198 mg, 0.936 mmol). RXN SMILES: [C:1]([N:5]1[C:9]([C:10]2[CH:15]=[CH:14][CH:13]=[CH:12][CH:11]=2)=[CH:8][C:7]([CH2:16][CH2:17][CH:18]=O)=[N:6]1)([CH3:4])([CH3:3])[CH3:2].[F:20][C:21]1[CH:26]=[CH:25][CH:24]=[CH:23][C:22]=1[N:27]1[CH2:32][CH2:31][NH:30][CH2:29][CH2:28]1.CCN(C(C)C)C(C)C.[BH-](OC(C)=O)(OC(C)=O)OC(C)=O.[Na+]>>[C:1]([N:5]1[C:9]([C:10]2[CH:15]=[CH:14][CH:13]=[CH:12][CH:11]=2)=[CH:8][C:7]([CH2:16][CH2:17][CH2:18][N:30]2[CH2:29][CH2:28][N:27]([C:22]3[CH:23]=[CH:24][CH:25]=[CH:26][C:21]=3[F:20])[CH2:32][CH2:31]2)=[N:6]1)([CH3:4])([CH3:3])[CH3:2] |f:3.4|. Yields the product C(C)(C)(C)N1N=C(C=C1C1=CC=CC=C1)CCCN1CCN(CC1)C1=C(C=CC=C1)F (1-(3-(1-tert-butyl-5-phenyl-1H-pyrazol-3-yl)propyl)-4-(2-fluorophenyl)piperazine). Starting materials: C(C)(C)(C)N1N=C(C=C1C1=CC=CC=C1)CCC=O (3-(1-tert-butyl-5-phenyl-1H-pyrazol-3-yl)propanal), [BH-](OC(=O)C)(OC(=O)C)OC(=O)C.[Na+] (NaBH(OAc)3), FC1=C(C=CC=C1)N1CCNCC1 (1-(2-fluorophenyl)piperazine), CCN(C(C)C)C(C)C (DIPEA).